This data is from the Open Reaction Database (ORD), a public repository of structured organic reaction records. The task is: describe an organic reaction: reactants, conditions, products, and yield The reactants are C(C(=O)Cl)(=O)Cl (Oxalyl chloride), C(=O)(O)C=1C=CC2=C(N(C(=N2)C)CC2=C(C=C(C=C2)Cl)Cl)C1 (6-carboxy-1-(2,4-dichlorobenzyl)-2-methylbenzimidazole), N (ammonia). The reagents and catalysts are CN(C=O)C (N,N-dimethylformamide). Run in C(Cl)Cl (methylene chloride). Reaction conditions: time 1.5 hour. Yields the product C(N)(=O)C=1C=CC2=C(N(C(=N2)C)CC2=C(C=C(C=C2)Cl)Cl)C1 (6-carbamoyl-1-(2,4-dichlorobenzyl)-2-methylbenzimidazole). As a reaction SMILES: C(Cl)(=O)C(Cl)=O.[C:7]([C:10]1[CH:11]=[CH:12][C:13]2[N:17]=[C:16]([CH3:18])[N:15]([CH2:19][C:20]3[CH:25]=[CH:24][C:23]([Cl:26])=[CH:22][C:21]=3[Cl:27])[C:14]=2[CH:28]=1)(O)=[O:8].[NH3:29]>CN(C)C=O.C(Cl)Cl>[C:7]([C:10]1[CH:11]=[CH:12][C:13]2[N:17]=[C:16]([CH3:18])[N:15]([CH2:19][C:20]3[CH:25]=[CH:24][C:23]([Cl:26])=[CH:22][C:21]=3[Cl:27])[C:14]=2[CH:28]=1)(=[O:8])[NH2:29]. Procedure details: Oxalyl chloride (0.437 g) was added to a solution of 0.490 g of 6-carboxy-1-(2,4-dichlorobenzyl)-2-methylbenzimidazole and 1 drop of N,N-dimethylformamide in 8 ml of methylene chloride while being cooled with ice, and the mixture was stirred at room temperature for 1.5 hours. Four milliliters of 28% aqueous ammonia were added thereto, and the solution was stirred at room temperature for 12 hours. The reaction solution was extracted with the addition of water and methylene chloride. The organic l...